This data is from the Open Reaction Database (ORD), a public repository of structured organic reaction records. The task is: describe an organic reaction: reactants, conditions, products, and yield Reactants: C1=CC=CC=C1 (benzene), IC(C(OC(C(S(=O)(=O)F)(F)F)(F)F)(F)F)(F)F (5-iodooctafluoro-3-oxapentanesulfonyl fluoride), C(C1=CC=CC=C1)(=O)OOC(C1=CC=CC=C1)=O (benzoyl peroxide), C(C)(=O)O (acetic acid). Reagents/catalysts: C(C)(=O)[O-].[Cu+2].C(C)(=O)[O-] (copper (II) acetate). Run in O (water). Run at time 8 hour. The product is C1(=CC=CC=C1)C(F)(F)C(F)(F)OC(F)(F)C(F)(F)S(=O)(=O)F (C6H5—(CF2)2—O—(CF2)2—SO2F). The yield is 27.9%. As a reaction SMILES: [CH:1]1[CH:6]=[CH:5][CH:4]=[CH:3][CH:2]=1.I[C:8]([F:24])([F:23])[C:9]([F:22])([F:21])[O:10][C:11]([F:20])([F:19])[C:12]([F:18])([F:17])[S:13]([F:16])(=[O:15])=[O:14].C(OOC(=O)C1C=CC=CC=1)(=O)C1C=CC=CC=1.C(O)(=O)C>O.C([O-])(=O)C.[Cu+2].C([O-])(=O)C>[C:1]1([C:8]([C:9]([O:10][C:11]([C:12]([S:13]([F:16])(=[O:14])=[O:15])([F:17])[F:18])([F:19])[F:20])([F:22])[F:21])([F:24])[F:23])[CH:6]=[CH:5][CH:4]=[CH:3][CH:2]=1 |f:5.6.7|. Reported procedure: 7.82 g (100 mmol) of benzene, 8.52 g (20 mmol) of 5-iodooctafluoro-3-oxapentanesulfonyl fluoride, 4.84 g (20 mmol) of benzoyl peroxide, 0.36 g (2 mmol) of copper (II) acetate, and 100 mL of acetic acid were refluxed for 4 hrs at 115° C. Then the mixture was stirred at room temperature overnight. The mixture was diluted with water (˜100 mL), and the product was extracted with hexane and washed with water until neutral pH was obtained. The solvent was removed to yield dark yellow oil. The product ... The reactants are Br, CCOC(=O)N1CCC(Nc2nc3ccccc3n2C)CC1, [K+], [OH-], O. The product is Cn1c(NC2CCNCC2)nc2ccccc21. Reaction SMILES: [BrH:23].[CH3:1][n:2]1[c:3]([NH:11][CH:12]2[CH2:13][CH2:14][N:15]([C:18]([O:19][CH2:20][CH3:21])=[O:22])[CH2:16][CH2:17]2)[n:4][c:5]2[c:6]1[cH:7][cH:8][cH:9][cH:10]2.[K+:25].[OH-:24].[OH2:26]>>[CH3:1][n:2]1[c:3]([NH:11][CH:12]2[CH2:13][CH2:14][NH:15][CH2:16][CH2:17]2)[n:4][c:5]2[c:6]1[cH:7][cH:8][cH:9][cH:10]2. Reactants: COC(C(NC(NC1=CC(=C(C=C1)Cl)C(F)(F)F)=O)(C)C)=O (N-[(3-trifluoromethyl-4-chloro-phenyl)-carbamoyl]-2-methylalanine methyl ester), 6-N, Cl (hydrochloric acid). Run in CC(=O)C (acetone). The product is FC(C=1C=C(C=CC1Cl)N1C(NC(C1=O)(C)C)=O)(F)F (3-(3-trifluoromethyl-4-chloro-phenyl)-5,5-dimethylhydantoin). RXN SMILES: CO[C:3](=[O:22])[C:4]([CH3:21])([CH3:20])[NH:5][C:6](=[O:19])[NH:7][C:8]1[CH:13]=[CH:12][C:11]([Cl:14])=[C:10]([C:15]([F:18])([F:17])[F:16])[CH:9]=1.Cl>CC(C)=O>[F:18][C:15]([F:16])([F:17])[C:10]1[CH:9]=[C:8]([N:7]2[C:3](=[O:22])[C:4]([CH3:20])([CH3:21])[NH:5][C:6]2=[O:19])[CH:13]=[CH:12][C:11]=1[Cl:14]. Reported procedure: A solution of 8.00 g. of N-[(3-trifluoromethyl-4-chloro-phenyl)-carbamoyl]-2-methylalanine methyl ester in 20 ml. of 6-N aqueous hydrochloric acid and 20 ml. of acetone are warmed on a steam bath for 2 hours and the mixture is then concentrated. The product which has precipitated is first recrystallized from methylene chloride and then from methylene chloride/petroleum ether. After drying under greatly reduced pressure at 50° for 20 hours, 3-(3-trifluoromethyl-4-chloro-phenyl)-5,5-dimethylhydant... The reactants are CO, COCC1CC(c2ncc(-c3ccc4c(c3)COc3cc5c(ccc6nc(C7CC(C)CN7C(=O)C(NC(=O)OC)C(C)C)[nH]c65)cc3-4)[nH]2)N(C(=O)OC(C)(C)C)C1, COC(=O)NC(C(=O)O)c1ccccc1, CO, CCOC(C)=O, CCN(C(C)C)C(C)C, ClCCl, Cl, CN(C)C=O. The product is COCC1CC(c2ncc(-c3ccc4c(c3)COc3cc5c(ccc6nc(C7CC(C)CN7C(=O)C(NC(=O)OC)C(C)C)[nH]c65)cc3-4)[nH]2)N(C(=O)C(NC(=O)OC)c2ccccc2)C1. RXN SMILES: [CH3:100][OH:101].[CH3:1][O:2][C:3](=[O:4])[NH:5][CH:6]([CH:7]([CH3:8])[CH3:9])[C:10](=[O:11])[N:12]1[CH:13]([c:18]2[n:19][c:20]3[c:21]([nH:22]2)[c:23]2[cH:24][c:25]4[c:26]([cH:27][c:28]2[cH:29][cH:30]3)-[c:31]2[cH:32][cH:33][c:34](-[c:39]3[cH:40][n:41][c:42]([CH:44]5[N:45]([C:52]([O:53][C:54]([CH3:55])([CH3:56])[CH3:57])=[O:58])[CH2:46][CH:47]([CH2:49][O:50][CH3:51])[CH2:48]5)[nH:43]3)[cH:35][c:36]2[CH2:37][O:38]4)[CH2:14][CH:15]([CH3:17])[CH2:16]1.[CH3:60][O:61][C:62](=[O:63])[NH:64][CH:65]([C:66](=[O:67])[OH:68])[c:69]1[cH:70][cH:71][cH:72][cH:73][cH:74]1.[CH3:87][OH:88].[CH3:89][CH2:90][O:91][C:92]([CH3:93])=[O:94].[CH:75]([N:76]([CH2:77][CH3:78])[CH:79]([CH3:80])[CH3:81])([CH3:82])[CH3:83].[Cl:84][CH2:85][Cl:86].[ClH:59].[O:95]=[CH:96][N:97]([CH3:98])[CH3:99]>>[CH3:1][O:2][C:3](=[O:4])[NH:5][CH:6]([CH:7]([CH3:8])[CH3:9])[C:10](=[O:11])[N:12]1[CH:13]([c:18]2[n:19][c:20]3[c:21]([nH:22]2)[c:23]2[cH:24][c:25]4[c:26]([cH:27][c:28]2[cH:29][cH:30]3)-[c:31]2[cH:32][cH:33][c:34](-[c:39]3[cH:40][n:41][c:42]([CH:44]5[N:45]([C:66]([CH:65]([NH:64][C:62]([O:61][CH3:60])=[O:63])[c:69]6[cH:70][cH:71][cH:72][cH:73][cH:74]6)=[O:68])[CH2:46][CH:47]([CH2:49][O:50][CH3:51])[CH2:48]5)[nH:43]3)[cH:35][c:36]2[CH2:37][O:38]4)[CH2:14][CH:15]([CH3:17])[CH2:16]1. Starting materials: Cl (HCl), FC(C(C(=O)O)(C)O)(F)F (3,3,3-trifluoro2-hydroxy-2-methylpropanoic acid), COC1=C(C=CC=C1)S(=O)(=O)C1=CC=C(C=C1)N (4-(2-Methoxyphenyl)sulfonyl-benzeneamine), S(=O)(Cl)Cl (thionyl chloride). The solvent is CN(C(C)=O)C (N,N-dimethylacetamide). Conditions: time 1 hour. The product is COC1=C(C=CC=C1)S(=O)(=O)C1=CC=C(C=C1)NC(C(C(F)(F)F)(C)O)=O (N-[4-(2-Methoxyphenylsulfonyl)phenyl]-3,3,3-trifluoro-2-hydroxy-2-methylpropanamide). Reaction SMILES: [F:1][C:2]([F:10])([F:9])[C:3]([OH:8])([CH3:7])[C:4](O)=[O:5].S(Cl)(Cl)=O.[CH3:15][O:16][C:17]1[CH:22]=[CH:21][CH:20]=[CH:19][C:18]=1[S:23]([C:26]1[CH:31]=[CH:30][C:29]([NH2:32])=[CH:28][CH:27]=1)(=[O:25])=[O:24].Cl>CN(C)C(=O)C>[CH3:15][O:16][C:17]1[CH:22]=[CH:21][CH:20]=[CH:19][C:18]=1[S:23]([C:26]1[CH:27]=[CH:28][C:29]([NH:32][C:4](=[O:5])[C:3]([OH:8])([CH3:7])[C:2]([F:10])([F:9])[F:1])=[CH:30][CH:31]=1)(=[O:24])=[O:25]. Reported procedure: To a stirred, cooled (-20° C.) solution of 3,3,3-trifluoro2-hydroxy-2-methylpropanoic acid (1.42 g, 9.0 mmol) in N,N-dimethylacetamide (13 mL) was added thionyl chloride (1.13 g, 9.5 mmol) and the mixture stirred at -15° to -5° C. for 1 hour. 4-(2-Methoxyphenyl)sulfonyl-benzeneamine (1.58 g, 6.0 mmol) was added in one portion and the reaction mixture stirred at room temperature overnight. The mixture was poured into 250 mL of 0.5N HCl. The clear supernatient was decanted from the resulting gum. ...